From a dataset of the Open Reaction Database (ORD), a public repository of structured organic reaction records. describe an organic reaction: reactants, conditions, products, and yield Starting materials: C(C#C)Br (Propargyl bromide), C(C)N1CCNCC1 (1-ethyl piperazine), C([O-])([O-])=O.[Cs+].[Cs+] (cesium carbonate). Run in CC(=O)C (acetone). Reaction SMILES: [CH2:1](Br)[C:2]#[CH:3].[CH2:5]([N:7]1[CH2:12][CH2:11][NH:10][CH2:9][CH2:8]1)[CH3:6].C(=O)([O-])[O-].[Cs+].[Cs+]>CC(C)=O>[CH2:5]([N:7]1[CH2:12][CH2:11][N:10]([CH2:1][C:2]#[CH:3])[CH2:9][CH2:8]1)[CH3:6] |f:2.3.4|. Procedure details: Propargyl bromide (20.8 g, 175 mmol) was added dropwise to a mixture of 1-ethyl piperazine (20 g, 175 mmol) and cesium carbonate (57 g, 175 mmol) in 350 mL of acetone. The mixture was stirred overnight under nitrogen at room temperature. The inorganic salts were then filtered off, and the solvent was removed. The residue was dissolved in saturated sodium bicarbonate solution and extracted with ethyl acetate. The organic extracts were then evaporated to give 19 g of 1-ethyl-4-prop-2-ynyl-piperazi... The yield is 71.3%. Yields the product C(C)N1CCN(CC1)CC#C (1-ethyl-4-prop-2-ynyl-piperazine). Conditions: time 8 hour. Yield: 99.7%. Starting materials: BrCC1=CC=C(C(=O)Cl)C=C1 (4-bromomethyl-benzoyl chloride), N1=CC=CC=C1 (pyridine), CNC (dimethyl amine). Procedure details: A mixture of 4-bromomethyl-benzoyl chloride (7.0 g, 30.24 mmol), polyvinyl pyridine (9.6 g, 90.7 mmol) and dimethyl amine (15.9 ml, 31.8 mmol, 2.0 M in THF) was stirred at 23° C. for 15 h. The solution was filtered and the solvent removed to give 7.3 g (99% yield) of 4-bromomethyl-N,N-dimethyl-benzamide as a yellow solid. Yields the product BrCC1=CC=C(C(=O)N(C)C)C=C1 (4-bromomethyl-N,N-dimethyl-benzamide). Reaction SMILES: [Br:1][CH2:2][C:3]1[CH:11]=[CH:10][C:6]([C:7](Cl)=[O:8])=[CH:5][CH:4]=1.[N:12]1[CH:17]=CC=C[CH:13]=1.CNC>>[Br:1][CH2:2][C:3]1[CH:11]=[CH:10][C:6]([C:7]([N:12]([CH3:17])[CH3:13])=[O:8])=[CH:5][CH:4]=1. Conditions: temperature 23 celsius, time 15 hour.